From a dataset of the Open Reaction Database (ORD), a public repository of structured organic reaction records. describe an organic reaction: reactants, conditions, products, and yield The reactants are C1(CC1)CBr (cyclopropylmethyl bromide), C(C)OC(=O)N1CCC(CC1)C1=CNC2=CC=CC=C12 (4-(1H-indol-3-yl)-piperidine-1-carboxylic acid ethyl ester), crude mixture, suspension, [OH-].[Na+] (sodium hydroxide). The solvent is CN(C)C=O (DMF), CN(C)C=O (DMF), CN(C)C=O (DMF). Conditions: time 30 minute. The product is C(C)OC(=O)N1CCC(CC1)C1=CN(C2=CC=CC=C12)CC1CC1 (4-(1-cyclopropylmethyl-1H-indol-3-yl)-piperidine-1-carboxylic acid ethyl ester). Isolated yield 96.0%. RXN SMILES: [OH-].[Na+].[CH2:3]([O:5][C:6]([N:8]1[CH2:13][CH2:12][CH:11]([C:14]2[C:22]3[C:17](=[CH:18][CH:19]=[CH:20][CH:21]=3)[NH:16][CH:15]=2)[CH2:10][CH2:9]1)=[O:7])[CH3:4].[CH:23]1([CH2:26]Br)[CH2:25][CH2:24]1>CN(C=O)C>[CH2:3]([O:5][C:6]([N:8]1[CH2:13][CH2:12][CH:11]([C:14]2[C:22]3[C:17](=[CH:18][CH:19]=[CH:20][CH:21]=3)[N:16]([CH2:26][CH:23]3[CH2:25][CH2:24]3)[CH:15]=2)[CH2:10][CH2:9]1)=[O:7])[CH3:4] |f:0.1|. Procedure: To a suspension of 0.76 g (19 mmol) of a 60% suspension of sodium hydroxide, in mineral oil, in 15 mL of anhydrous DMF, a solution of 4 g (15 mmol) of 4-(1H-indol-3-yl)-piperidine-1-carboxylic acid ethyl ester in 5 mL of anhydrous DMF was added. After 30 minutes at room temperature, a solution of 1.71 mL (18 mmol) of cyclopropylmethyl bromide in 5 mL of DMF was added. The crude mixture was stirred at room temperature for 14 h and the solvent was removed under reduced pressure. The crude mixture ... Reactants: O (water), ClC1=CC=CC(=N1)NCC=1C=NC(=CC1)C(F)(F)F ((6-chloro-pyridin-2-yl)-(6-trifluoromethyl-pyridin-3-ylmethyl)-amine), BrN1C(CCC1=O)=O (N-bromosuccinimide). Solvent: C(C)#N (acetonitrile), C(C)#N (acetonitrile). Conditions: time 8 hour. The product is BrC=1C=CC(=NC1Cl)NCC=1C=NC(=CC1)C(F)(F)F ((5-bromo-6-chloro-pyridin-2-yl)-(6-trifluoromethyl-pyridin-3-ylmethyl)-amine). RXN SMILES: [Cl:1][C:2]1[N:7]=[C:6]([NH:8][CH2:9][C:10]2[CH:11]=[N:12][C:13]([C:16]([F:19])([F:18])[F:17])=[CH:14][CH:15]=2)[CH:5]=[CH:4][CH:3]=1.[Br:20]N1C(=O)CCC1=O.O>C(#N)C>[Br:20][C:3]1[CH:4]=[CH:5][C:6]([NH:8][CH2:9][C:10]2[CH:11]=[N:12][C:13]([C:16]([F:19])([F:17])[F:18])=[CH:14][CH:15]=2)=[N:7][C:2]=1[Cl:1]. Procedure: To (6-chloro-pyridin-2-yl)-(6-trifluoromethyl-pyridin-3-ylmethyl)-amine (567, 4.50 g, 0.0156 mol) in acetonitrile (120.0 mL) under an atmosphere of nitrogen, N-bromosuccinimide (3.03 g, 0.0170 mol) in acetonitrile (50 mL) was added slowly. The reaction was stirred at room temperature overnight, then poured into water, and extracted with ethyl acetate. The organic layer was dried over sodium sulfate, concentrated and purified with silica gel column chromatography eluting with 25% to 100% ethyl ac... Reactants: CCOC(=O)c1cc(F)c(N2CCC(NC(=O)OC(C)(C)C)C2)c(Cl)c1NC1CC1, CO, CCOC(C)=O, [Na+], C1CCOC1, [OH-]. Yields the product CC(C)(C)OC(=O)NC1CCN(c2c(F)cc(C(=O)O)c(NC3CC3)c2Cl)C1. Reaction SMILES: [CH2:1]([CH3:2])[O:3][C:4]([c:5]1[c:6]([NH:26][CH:27]2[CH2:28][CH2:29]2)[c:7]([Cl:25])[c:8]([N:12]2[CH2:13][CH:14]([NH:17][C:18](=[O:19])[O:20][C:21]([CH3:22])([CH3:23])[CH3:24])[CH2:15][CH2:16]2)[c:9]([F:11])[cH:10]1)=[O:30].[CH3:33][OH:34].[CH3:40][CH2:41][O:42][C:43](=[O:44])[CH3:45].[Na+:32].[O:35]1[CH2:36][CH2:37][CH2:38][CH2:39]1.[OH-:31]>>[O:3]=[C:4]([c:5]1[c:6]([NH:26][CH:27]2[CH2:28][CH2:29]2)[c:7]([Cl:25])[c:8]([N:12]2[CH2:13][CH:14]([NH:17][C:18](=[O:19])[O:20][C:21]([CH3:22])([CH3:23])[CH3:24])[CH2:15][CH2:16]2)[c:9]([F:11])[cH:10]1)[OH:30]. Reactants: C(C)OC(C(CC)(CC)NC(=O)C1=NC(=C(C=C1)N1CCCC1)OCC1CC1)=O (2-[(6-Cyclopropylmethoxy-5-pyrrolidin-1-yl-pyridine-2-carbonyl)-amino]-2-ethyl-butyric acid ethyl ester), [OH-].[Na+] (sodium hydroxide). Yields the product C1(CC1)COC1=C(C=CC(=N1)C(=O)NC(C(=O)O)(CC)CC)N1CCCC1 (2-[(6-Cyclopropylmethoxy-5-pyrrolidin-1-yl-pyridine-2-carbonyl)-amino]-2-ethyl-butyric acid). As a reaction SMILES: C([O:3][C:4](=[O:29])[C:5]([NH:10][C:11]([C:13]1[CH:18]=[CH:17][C:16]([N:19]2[CH2:23][CH2:22][CH2:21][CH2:20]2)=[C:15]([O:24][CH2:25][CH:26]2[CH2:28][CH2:27]2)[N:14]=1)=[O:12])([CH2:8][CH3:9])[CH2:6][CH3:7])C.[OH-].[Na+]>>[CH:26]1([CH2:25][O:24][C:15]2[N:14]=[C:13]([C:11]([NH:10][C:5]([CH2:6][CH3:7])([CH2:8][CH3:9])[C:4]([OH:29])=[O:3])=[O:12])[CH:18]=[CH:17][C:16]=2[N:19]2[CH2:20][CH2:21][CH2:22][CH2:23]2)[CH2:27][CH2:28]1 |f:1.2|. Reported procedure: In analogy to the procedure described in Example 252 b, 2-[(6-cyclopropylmethoxy-5-pyrrolidin-1-yl-pyridine-2-carbonyl)-amino]-2-ethyl-butyric acid ethyl ester (Example 289) was treated with sodium hydroxide to give the title compound as colorless oil. MS: 376.3 [M+H]+.